This data is from the Open Reaction Database (ORD), a public repository of structured organic reaction records. The task is: describe an organic reaction: reactants, conditions, products, and yield The reactants are CC(C)c1ccc(CCNC(=O)OC(C)(C)C)c(OCc2ccccc2)c1, CCO. The product is CC(C)c1ccc(CCNC(=O)OC(C)(C)C)c(O)c1. RXN SMILES: [CH2:1]([c:2]1[cH:3][cH:4][cH:5][cH:6][cH:7]1)[O:8][c:9]1[c:10]([CH2:18][CH2:19][NH:20][C:21]([O:22][C:23]([CH3:24])([CH3:25])[CH3:26])=[O:27])[cH:11][cH:12][c:13]([CH:15]([CH3:16])[CH3:17])[cH:14]1.[CH3:28][CH2:29][OH:30]>>[OH:8][c:9]1[c:10]([CH2:18][CH2:19][NH:20][C:21]([O:22][C:23]([CH3:24])([CH3:25])[CH3:26])=[O:27])[cH:11][cH:12][c:13]([CH:15]([CH3:16])[CH3:17])[cH:14]1. The reactants are C1(=CC=C(C=C1)S(=O)(=O)Cl)C (p-Toluene sulfonyl chloride), TEA, CN1C(C2=CC=CC=C2C1CCO)=O (1,3-dihydro-2-methyl-3-(2-hydroxyethyl)-2H-isoindol-1-one). Run in C(Cl)Cl (CH2Cl2). Run at time 8 hour. The product is CN1C(C2=CC=CC=C2C1CCS(=O)(=O)C1=CC=C(C)C=C1)=O (1,3-dihydro-2-methyl-3-(2-tosylethyl)-2H-isoindol-1-one). The yield is 39.6%. As a reaction SMILES: [C:1]1([CH3:11])[CH:6]=[CH:5][C:4]([S:7](Cl)(=[O:9])=[O:8])=[CH:3][CH:2]=1.[CH3:12][N:13]1[CH:21]([CH2:22][CH2:23]O)[C:20]2[C:15](=[CH:16][CH:17]=[CH:18][CH:19]=2)[C:14]1=[O:25]>C(Cl)Cl>[CH3:12][N:13]1[CH:21]([CH2:22][CH2:23][S:7]([C:4]2[CH:5]=[CH:6][C:1]([CH3:11])=[CH:2][CH:3]=2)(=[O:9])=[O:8])[C:20]2[C:15](=[CH:16][CH:17]=[CH:18][CH:19]=2)[C:14]1=[O:25]. Reported procedure: p-Toluene sulfonyl chloride (2.3 g, 12.1 mmol) is added to a solution of TEA (3.5 g, 34.5 mmol) and 1,3-dihydro-2-methyl-3-(2-hydroxyethyl)-2H-isoindol-1-one (2.2 g, 11.5 mmol) in 50 mL of CH2Cl2 at room temperature under argon. The mixture is stirred at room temperature overnight and washed with water (3×50 mL). The organic layer is dried over Na2SO4 and evaporated to give an oil which is chromatographed in ethyl acetate over silica gel to give 1.5 g (38% yield) of 1,3-dihydro-2-methyl-3-(2-tos... Starting materials: C(#N)C1=C(OC(CCC(=O)OCC)C2=C(C=CC=C2)C)C=C(C=C1F)OCC1=CSC=C1 (ethyl (RS)-4-(2-cyano-3-fluoro-5-(3-thienylmethoxy)phenoxy)-4-(2-methylphenyl)butanoate), [OH-].[Na+] (sodium hydroxide), Cl (HCl). The solvent is CO (methanol). Conditions: time 16 hour. Yields the product C(#N)C1=C(OC(CCC(=O)O)C2=C(C=CC=C2)C)C=C(C=C1F)OCC1=CSC=C1 ((RS)-4-(2-cyano-3-fluoro-5-(3-thienylmethoxy)phenoxy)-4-(2-methylphenyl) butanoic acid). Isolated yield 37.3%. RXN SMILES: [C:1]([C:3]1[C:24]([F:25])=[CH:23][C:22]([O:26][CH2:27][C:28]2[CH:32]=[CH:31][S:30][CH:29]=2)=[CH:21][C:4]=1[O:5][CH:6]([C:14]1[CH:19]=[CH:18][CH:17]=[CH:16][C:15]=1[CH3:20])[CH2:7][CH2:8][C:9]([O:11]CC)=[O:10])#[N:2].[OH-].[Na+].Cl>CO>[C:1]([C:3]1[C:24]([F:25])=[CH:23][C:22]([O:26][CH2:27][C:28]2[CH:32]=[CH:31][S:30][CH:29]=2)=[CH:21][C:4]=1[O:5][CH:6]([C:14]1[CH:19]=[CH:18][CH:17]=[CH:16][C:15]=1[CH3:20])[CH2:7][CH2:8][C:9]([OH:11])=[O:10])#[N:2] |f:1.2|. Procedure: A solution of ethyl (RS)-4-(2-cyano-3-fluoro-5-(3-thienylmethoxy)phenoxy)-4-(2-methylphenyl)butanoate (200 mg) in methanol (20 mL) containing 1 N sodium hydroxide (5 mL) is stirred at ambient temperature for 16 hours. The reaction mixture is poured into 0.5 N HCl (30 mL) and extracted three times with ethyl acetate (30 mL). The combined organic phases are washed with brine (20 mL), dried over magnesium sulphate, filtered and concentrated under reduced pressure to leave a brown oil. Crystallisati... Reactants: ClCCl, O=S(Cl)Cl, OC(c1ccccc1)c1ccc2cccnc2c1. Product: ClC(c1ccccc1)c1ccc2cccnc2c1. As a reaction SMILES: [Cl:23][CH2:24][Cl:25].[S:19]([Cl:20])([Cl:21])=[O:22].[c:1]1([CH:7]([OH:8])[c:9]2[cH:10][cH:11][c:12]3[cH:13][cH:14][cH:15][n:16][c:17]3[cH:18]2)[cH:2][cH:3][cH:4][cH:5][cH:6]1>>[c:1]1([CH:7]([c:9]2[cH:10][cH:11][c:12]3[cH:13][cH:14][cH:15][n:16][c:17]3[cH:18]2)[Cl:21])[cH:2][cH:3][cH:4][cH:5][cH:6]1. Starting materials: crude product, N (Ammonia), C(#N)C1=CC2=C(NC3=C1C=CC=C3)C=CC=C2 (10-cyano-5H-dibenz[b,f]azepine), C(=O)(Cl)Cl (phosgene). Run in C(C)O (ethanol), C1(=CC=CC=C1)C (toluene). Product: C(#N)C1=CC2=C(N(C3=C1C=CC=C3)C(=O)N)C=CC=C2 (10-cyano-5H-dibenz[b,f]azepine-5-carboxamide). As a reaction SMILES: [C:1]([C:3]1[C:9]2[CH:10]=[CH:11][CH:12]=[CH:13][C:8]=2[NH:7][C:6]2[CH:14]=[CH:15][CH:16]=[CH:17][C:5]=2[CH:4]=1)#[N:2].[C:18](Cl)(Cl)=[O:19].[NH3:22]>C1(C)C=CC=CC=1.C(O)C>[C:1]([C:3]1[C:9]2[CH:10]=[CH:11][CH:12]=[CH:13][C:8]=2[N:7]([C:18]([NH2:22])=[O:19])[C:6]2[CH:14]=[CH:15][CH:16]=[CH:17][C:5]=2[CH:4]=1)#[N:2]. Procedure details: With stirring, 21.8 g (0.1 mole) of 10-cyano-5H-dibenz[b,f]azepine are added to a solution of 19.8 g (0.2 mole) of phosgene in 700 ml of absolute toluene. The mixture is then stirred for 30 hours at 50°-53° C. and subsequently completely concentrated in a rotary evaporator, affording as residue crude 10-cyano-5H-dibenz[b,f]azepine-5-carbonyl chloride with a melting point of 148°-153° C. With stirring, the crude product is dissolved at 70° C. in 600 ml of absolute ethanol. Ammonia gas is then int... Reactants: [BH4-], C1CCOC1, CO, Cc1cc(Nc2nc(C(=O)c3ccc(F)cc3)nc3ccccc23)n[nH]1, [Na+]. Yields the product Cc1cc(Nc2nc(C(O)c3ccc(F)cc3)nc3ccccc23)n[nH]1. RXN SMILES: [BH4-:27].[CH2:31]1[O:32][CH2:33][CH2:34][CH2:35]1.[CH3:29][OH:30].[F:1][c:2]1[cH:3][cH:4][c:5]([C:8](=[O:9])[c:10]2[n:11][c:12]3[cH:13][cH:14][cH:15][cH:16][c:17]3[c:18]([NH:20][c:21]3[n:22][nH:23][c:24]([CH3:26])[cH:25]3)[n:19]2)[cH:6][cH:7]1.[Na+:28]>>[F:1][c:2]1[cH:3][cH:4][c:5]([CH:8]([OH:9])[c:10]2[n:11][c:12]3[cH:13][cH:14][cH:15][cH:16][c:17]3[c:18]([NH:20][c:21]3[n:22][nH:23][c:24]([CH3:26])[cH:25]3)[n:19]2)[cH:6][cH:7]1.